The task is: describe an organic reaction: reactants, conditions, products, and yield. This data is from the Open Reaction Database (ORD), a public repository of structured organic reaction records. Starting materials: Cc1c(NC(=O)CC(C)(C)C)cc2c(c1C)OC(C)(C)C2(O)c1ccc(Br)cc1, CCOC(C)=O, CCCCCC. Product: Cc1c(NC(=O)CC(C)(C)C)cc2c(c1C)OC(C)(C)C2c1ccc(Br)cc1. Reaction SMILES: [Br:1][c:2]1[cH:3][cH:4][c:5]([C:8]2([OH:29])[C:9]([CH3:27])([CH3:28])[O:10][c:11]3[c:12]2[cH:13][c:14]([NH:19][C:20]([CH2:21][C:22]([CH3:23])([CH3:24])[CH3:25])=[O:26])[c:15]([CH3:18])[c:16]3[CH3:17])[cH:6][cH:7]1.[C:36]([O:37][CH2:38][CH3:39])(=[O:40])[CH3:41].[CH3:30][CH2:31][CH2:32][CH2:33][CH2:34][CH3:35]>>[Br:1][c:2]1[cH:3][cH:4][c:5]([CH:8]2[C:9]([CH3:27])([CH3:28])[O:10][c:11]3[c:12]2[cH:13][c:14]([NH:19][C:20]([CH2:21][C:22]([CH3:23])([CH3:24])[CH3:25])=[O:26])[c:15]([CH3:18])[c:16]3[CH3:17])[cH:6][cH:7]1. Reactants: CC(=O)OC(C)(C)C, CCC(CC)(c1ccc(OCC(O)C(C)(C)C)c(C)c1)c1cc(C)c(S(N)(=O)=O)s1, CC(=O)OC(C)=O, ClCCl, O=[Cr](=O)([O-])O[Cr](=O)(=O)[O-], c1cc[nH+]cc1, c1cc[nH+]cc1. The product is CC(=O)OC(C)(C)C, CCC(CC)(c1ccc(OCC(=O)C(C)(C)C)c(C)c1)c1cc(C)c(S(N)(=O)=O)s1. RXN SMILES: [C:1]([CH3:2])([CH3:3])([CH3:4])[O:5][C:6]([CH3:7])=[O:8].[CH2:9]([CH3:10])[C:11]([CH2:12][CH3:13])([c:14]1[cH:15][c:16]([CH3:28])[c:17]([O:20][CH2:21][CH:22]([C:23]([CH3:24])([CH3:25])[CH3:26])[OH:27])[cH:18][cH:19]1)[c:29]1[cH:30][c:31]([CH3:38])[c:32]([S:34](=[O:35])(=[O:36])[NH2:37])[s:33]1.[CH3:60][C:61]([O:62][C:63]([CH3:64])=[O:65])=[O:66].[Cl:67][CH2:68][Cl:69].[Cr:39]([O:40][Cr:41]([O-:42])(=[O:43])=[O:44])([O-:45])(=[O:46])=[O:47].[nH+:48]1[cH:49][cH:50][cH:51][cH:52][cH:53]1.[nH+:54]1[cH:55][cH:56][cH:57][cH:58][cH:59]1>>[C:1]([CH3:2])([CH3:3])([CH3:4])[O:5][C:6]([CH3:7])=[O:8].[CH2:9]([CH3:10])[C:11]([CH2:12][CH3:13])([c:14]1[cH:15][c:16]([CH3:28])[c:17]([O:20][CH2:21][C:22]([C:23]([CH3:24])([CH3:25])[CH3:26])=[O:27])[cH:18][cH:19]1)[c:29]1[cH:30][c:31]([CH3:38])[c:32]([S:34](=[O:35])(=[O:36])[NH2:37])[s:33]1. Starting materials: ClC1=NC=CC(=N1)C1=C(N=C(S1)C(C)C)C=1C=C(C=CC1)NS(=O)(=O)C1=C(C=CC=C1F)F (N-{3-[5-(2-Chloro-4-pyrimidinyl)-2-(1-methylethyl)-1,3-thiazol-4-yl]phenyl}-2,6-difluorobenzenesulfonamide), ClC1=NC=CC(=N1)C1=C(N=C(S1)N1CCOCC1)C=1C(=C(N)C=CC1)F (3-(5-(2-chloropyrimidin-4-yl)-2-morpholinothiazol-4-yl)-2-fluoroaniline), C1(CC1)S(=O)(=O)Cl (cyclopropanesulfonyl chloride). The product is ClC1=NC=CC(=N1)C1=C(N=C(S1)N1CCOCC1)C=1C(=C(C=CC1)NS(=O)(=O)C1CC1)F (N-{3-[5-(2-Chloro-4-pyrimidinyl)-2-(4-morpholinyl)-1,3-thiazol-4-yl]-2-fluorophenyl}cyclopropanesulfonamide). Reaction SMILES: ClC1N=C(C2SC(C(C)C)=NC=2C2C=C(N[S:23]([C:26]3[C:31](F)=[CH:30]C=CC=3F)(=[O:25])=[O:24])C=CC=2)C=CN=1.[Cl:34][C:35]1[N:40]=[C:39]([C:41]2[S:45][C:44]([N:46]3[CH2:51][CH2:50][O:49][CH2:48][CH2:47]3)=[N:43][C:42]=2[C:52]2[C:53]([F:59])=[C:54]([CH:56]=[CH:57][CH:58]=2)[NH2:55])[CH:38]=[CH:37][N:36]=1.C1(S(Cl)(=O)=O)CC1>>[Cl:34][C:35]1[N:40]=[C:39]([C:41]2[S:45][C:44]([N:46]3[CH2:47][CH2:48][O:49][CH2:50][CH2:51]3)=[N:43][C:42]=2[C:52]2[C:53]([F:59])=[C:54]([NH:55][S:23]([CH:26]3[CH2:31][CH2:30]3)(=[O:24])=[O:25])[CH:56]=[CH:57][CH:58]=2)[CH:38]=[CH:37][N:36]=1. Procedure details: Following a procedure analogous to the procedure described in Intermediate 14 using 3-(5-(2-chloropyrimidin-4-yl)-2-morpholinothiazol-4-yl)-2-fluoroaniline (150 mg, 0.383 mmol) and cyclopropanesulfonyl chloride (0.039 mL, 0.383 mmol) the title compound of Step A was obtained as a yellow solid (125 mg, 66% yield). 1H NMR (400 MHz, DMSO-d6) δ ppm 9.71 (s, 1H), 8.27-8.39 (m, 1H), 7.54 (td, J=7.6, 1.7 Hz, 1H), 7.22-7.42 (m, 2H), 6.62-6.72 (m, 1H), 5.30 (s, 1H), 3.68 (t, J=4.7 Hz, 4H), 3.52 (t, J=4.6... Starting materials: COC(C(CC1=CC(=C(C(=C1)C)C1OCCO1)C)(C)C)=O (3-(4-[1,3]dioxolan-2-yl-3,5-dimethylphenyl)-2,2-dimethylpropionic acid methyl ester). Run in CC(=O)C (acetone), O (water). Conditions: time 8 hour. Yields the product COC(C(CC1=CC(=C(C(=C1)C)C=O)C)(C)C)=O (3-(4-formyl-3,5-dimethylphenyl)-2,2-dimethylpropionic acid methyl ester). As a reaction SMILES: [CH3:1][O:2][C:3](=[O:21])[C:4]([CH3:20])([CH3:19])[CH2:5][C:6]1[CH:11]=[C:10]([CH3:12])[C:9]([CH:13]2OCC[O:14]2)=[C:8]([CH3:18])[CH:7]=1>CC(C)=O.O>[CH3:1][O:2][C:3](=[O:21])[C:4]([CH3:19])([CH3:20])[CH2:5][C:6]1[CH:11]=[C:10]([CH3:12])[C:9]([CH:13]=[O:14])=[C:8]([CH3:18])[CH:7]=1. Reported procedure: To a stirred solution of 3-(4-[1,3]dioxolan-2-yl-3,5-dimethylphenyl)-2,2-dimethylpropionic acid methyl ester (1.7 g, 5.8 mmol) in acetone (20 mL) and water (0.3 mL) was added Amberlyst-15 (233 mg). The suspension was stirred at ambient temperature overnight and the suspension was filtered and washed with acetone. The solvent was removed under reduced pressure and the residue was purified by flash chromatography using heptane/EtOAc (5:1) to give 3-(4-formyl-3,5-dimethylphenyl)-2,2-dimethylpropion... The reactants are O (water), FC=1C=C(C=C2C(C(=CNC12)C(=O)OCC)=O)I (Ethyl 8-fluoro-6-iodo-4-oxo-1,4-dihydroquinoline-3-carboxylate), FC=1C=C(C=C2C(C(=CNC12)C(=O)OCC)=O)I (Ethyl 8-fluoro-6-iodo-4-oxo-1,4-dihydroquinoline-3-carboxylate), C([O-])([O-])=O.[K+].[K+] (potassium carbonate), ICCO (2-iodoethanol). Run in [Cl-].[Na+].O (brine), CN(C=O)C (dimethylformamide). Reaction conditions: temperature 90 celsius, time 1 hour. Yields the product FC=1C=C(C=C2C(C(=CN(C12)CCO)C(=O)OCC)=O)I (ethyl 8-fluoro-1-(2-hydroxyethyl)-6-iodo-4-oxo-1,4-dihydroquinoline-3-carboxylate). RXN SMILES: [F:1][C:2]1[CH:3]=[C:4]([I:18])[CH:5]=[C:6]2[C:11]=1[NH:10][CH:9]=[C:8]([C:12]([O:14][CH2:15][CH3:16])=[O:13])[C:7]2=[O:17].C(=O)([O-])[O-].[K+].[K+].I[CH2:26][CH2:27][OH:28].O>CN(C)C=O.[Cl-].[Na+].O>[F:1][C:2]1[CH:3]=[C:4]([I:18])[CH:5]=[C:6]2[C:11]=1[N:10]([CH2:26][CH2:27][OH:28])[CH:9]=[C:8]([C:12]([O:14][CH2:15][CH3:16])=[O:13])[C:7]2=[O:17] |f:1.2.3,7.8.9|. Procedure details: Ethyl 8-fluoro-6-iodo-4-oxo-1,4-dihydroquinoline-3-carboxylate (Intermediate 11, 7.22 g, 20 mmol) was dissolved in dimethylformamide (35 ml). Powdered potassium carbonate (8.28 g, 60 mmol) and 2-iodoethanol (11.3 ml, 145 mmol) were then added and the reaction mixture was allowed to stir at 90° C. for 1 h. The reaction mixture was cooled to room temperature and poured into brine (300 ml) then water (50 ml) was added to dissolve the material. This solution was extracted with 9:1 tetrahydrofuran:me...